This data is from the Open Reaction Database (ORD), a public repository of structured organic reaction records. The task is: describe an organic reaction: reactants, conditions, products, and yield Run at time 2 hour. RXN SMILES: [F:1][C:2]([F:19])([C:8]1([OH:18])[CH:15]2[CH2:16][CH:11]3[CH2:12][CH:13]([CH2:17][CH:9]1[CH2:10]3)[CH2:14]2)[C:3]([O:5]CC)=[O:4].[OH-].[Na+].Cl.[Cl-].[F:24][C:25]1[CH:30]=[CH:29][C:28]([S+:31]([C:38]2[CH:43]=[CH:42][CH:41]=[CH:40][CH:39]=2)[C:32]2[CH:37]=[CH:36][CH:35]=[CH:34][CH:33]=2)=[CH:27][CH:26]=1>C(Cl)Cl.O.O1CCOCC1>[F:1][C:2]([F:19])([C:8]1([OH:18])[CH:9]2[CH2:17][CH:13]3[CH2:12][CH:11]([CH2:16][CH:15]1[CH2:14]3)[CH2:10]2)[C:3]([O-:5])=[O:4].[F:24][C:25]1[CH:30]=[CH:29][C:28]([S+:31]([C:38]2[CH:39]=[CH:40][CH:41]=[CH:42][CH:43]=2)[C:32]2[CH:37]=[CH:36][CH:35]=[CH:34][CH:33]=2)=[CH:27][CH:26]=1 |f:1.2,4.5,9.10|. Reactants: aqueous solution, [Cl-].FC1=CC=C(C=C1)[S+](C1=CC=CC=C1)C1=CC=CC=C1 (4-fluorophenyldiphenylsulfonium chloride), Cl (hydrochloric acid), [OH-].[Na+] (sodium hydroxide), FC(C(=O)OCC)(C1(C2CC3CC(CC1C3)C2)O)F (ethyl difluoro-(2-hydroxyadamantan-2-yl)acetate). Reported procedure: A mixture of 2.6 g of ethyl difluoro-(2-hydroxyadamantan-2-yl)acetate, prepared in Synthesis Example 1-8, 30 g of 1,4-dioxane, 4.0 g of 25 wt % sodium hydroxide, and 10 g of water was stirred for 2 hours. To the reaction solution, 1.0 g of 35 wt % hydrochloric acid was added, and then 66 g of an aqueous solution of 4-fluorophenyldiphenylsulfonium chloride and 100 g of methylene chloride were added. After stirring for 30 minutes, the organic layer was taken out, washed with water, and concentrate... Solvent: C(Cl)Cl (methylene chloride), O (water), O1CCOCC1 (1,4-dioxane). Product: target compound, FC(C(=O)[O-])(C1(C2CC3CC(CC1C3)C2)O)F.FC2=CC=C(C=C2)[S+](C2=CC=CC=C2)C2=CC=CC=C2 (4-fluorophenyldiphenylsulfonium difluoro-(2-hydroxyadamantan-2-yl)acetate). Isolated yield 45.0%.